From a dataset of the Open Reaction Database (ORD), a public repository of structured organic reaction records. describe an organic reaction: reactants, conditions, products, and yield Reactants: NC(=O)c1ccccc1Cl, O=C=Nc1cnc(C(F)(F)F)cn1, NC(=O)c1ccccc1, O=C=Nc1cnccn1. The product is O=C(NC(=O)c1ccccc1Cl)Nc1cnc(C(F)(F)F)cn1. Reaction SMILES: [Cl:19][c:20]1[c:21]([C:22](=[O:23])[NH2:24])[cH:25][cH:26][cH:27][cH:28]1.[F:29][C:30]([c:31]1[n:32][cH:33][c:34]([N:37]=[C:38]=[O:39])[n:35][cH:36]1)([F:40])[F:41].[NH2:1][C:2]([c:3]1[cH:4][cH:5][cH:6][cH:7][cH:8]1)=[O:9].[n:10]1[cH:11][cH:12][n:13][cH:14][c:15]1[N:16]=[C:17]=[O:18]>>[Cl:19][c:20]1[c:21]([C:22](=[O:23])[NH:24][C:38]([NH:37][c:34]2[cH:33][n:32][c:31]([C:30]([F:29])([F:40])[F:41])[cH:36][n:35]2)=[O:39])[cH:25][cH:26][cH:27][cH:28]1. Starting materials: C1(CC1)C1=CC=C(C=C1)CC(=O)NC(C=1N=C(NC1)C)C1=CC=C(C=C1)O (2-(4-cyclopropylphenyl)-N-[(4-hydroxyphenyl)(2-methyl-1H-imidazol-4-yl)methyl]acetamide), C(=O)([O-])[O-].[Cs+].[Cs+] (Cs2CO3), FC(S(=O)(=O)OCC(F)(F)F)(F)F (2,2,2-trifluoroethyl trifluoromethanesulfonate). Reaction conditions: time 16 hour. Product: C1(CC1)C1=CC=C(C=C1)CC(=O)NC(C1=CC=C(C=C1)OCC(F)(F)F)(C=1N=C(NC1)C)C1=CC=C(C=C1)O (2-(4-Cyclopropylphenyl)-N-[(4-hydroxyphenyl)(2-methyl-1H-imidazol-4-yl)[4-(2,2,2-trifluoroethoxy)phenyl]methyl}acetamide). Yield: 74.7%. As a reaction SMILES: [CH:1]1([C:4]2[CH:9]=[CH:8][C:7]([CH2:10][C:11]([NH:13][CH:14]([C:21]3[CH:26]=[CH:25][C:24]([OH:27])=[CH:23][CH:22]=3)[C:15]3[N:16]=[C:17]([CH3:20])[NH:18][CH:19]=3)=[O:12])=[CH:6][CH:5]=2)[CH2:3][CH2:2]1.[C:28]([O-:31])([O-])=O.[Cs+].[Cs+].FC(F)(F)S(O[CH2:40][C:41]([F:44])([F:43])[F:42])(=O)=O>>[CH:1]1([C:4]2[CH:5]=[CH:6][C:7]([CH2:10][C:11]([NH:13][C:14]([C:1]3[CH:4]=[CH:5][C:28]([OH:31])=[CH:3][CH:2]=3)([C:15]3[N:16]=[C:17]([CH3:20])[NH:18][CH:19]=3)[C:21]3[CH:26]=[CH:25][C:24]([O:27][CH2:40][C:41]([F:44])([F:43])[F:42])=[CH:23][CH:22]=3)=[O:12])=[CH:8][CH:9]=2)[CH2:3][CH2:2]1 |f:1.2.3|. Procedure: To a 5 ml round bottom flask containing solution of 2-(4-cyclopropylphenyl)-N-[(4-hydroxyphenyl)(2-methyl-1H-imidazol-4-yl)methyl]acetamide (10.00 mg, 0.0280 mmol) in 0.3 ml of CH2Cl at RT was added Cs2CO3 (18.03 mg, 0.0550 mmol). To the mixture was added dropwise 2,2,2-trifluoroethyl trifluoromethanesulfonate (6.420 mg, 0.0280 mmol). The resulting solution was stirred at RT for 16 hours. Filtered and the filtrate was purified by preparative HPLC (10-90% CH3CN/H2O over 30 min, 0.05% added TFA, C... Reactants: CO, O=[N+]([O-])c1ccc(O)c(F)c1, O=[Pt]. Product: Nc1ccc(O)c(F)c1. As a reaction SMILES: [CH3:12][OH:13].[F:1][c:2]1[c:3]([OH:11])[cH:4][cH:5][c:6]([N+:8]([O-:9])=[O:10])[cH:7]1.[Pt:14]=[O:15]>>[F:1][c:2]1[c:3]([OH:11])[cH:4][cH:5][c:6]([NH2:8])[cH:7]1. Reactants: 30.3, N(=[N+]=[N-])[C@H]1[C@@H](CN(CC1)C(=O)OCC)O (ethyl trans-4-azido-3-hydroxy-1-piperidinecarboxylate), N(=[N+]=[N-])[C@@H]1CN(CC[C@H]1O)C(=O)OCC (ethyl trans-3-azido-4-hydroxy-1-piperidinecarboxylate), 20.6, [K] (potassium), IC (iodomethane). Run in O (water), CN(C=O)C (N,N-dimethylformamide), CN(C=O)C (N,N-dimethylformamide), CC(C)(C)O (2-methyl-2-propanol). Reaction conditions: time 1 hour. The product is 15.6, N(=[N+]=[N-])[C@H]1[C@@H](CN(CC1)C(=O)OCC)OC (ethyl trans-4-azido-3-methoxy-1-piperidinecarboxylate). Yield: 48.8%. As a reaction SMILES: [K].[N:2]([C@@H:5]1[CH2:10][CH2:9][N:8]([C:11]([O:13][CH2:14][CH3:15])=[O:12])[CH2:7][C@H:6]1[OH:16])=[N+:3]=[N-:4].N([C@H:20]1[C@H](O)CCN(C(OCC)=O)C1)=[N+]=[N-].IC>O.CN(C)C=O.CC(O)(C)C>[N:2]([C@@H:5]1[CH2:10][CH2:9][N:8]([C:11]([O:13][CH2:14][CH3:15])=[O:12])[CH2:7][C@H:6]1[O:16][CH3:20])=[N+:3]=[N-:4] |^1:0|. Procedure details: To a stirred solution of 20.6 parts of 2-methyl-2-propanol, potassium salt in 54 parts of N,N-dimethylformamide was added dropwise a solution of 30.3 parts of a mixture of ethyl trans-4-azido-3-hydroxy-1-piperidinecarboxylate and ethyl trans-3-azido-4-hydroxy-1-piperidinecarboxylate in 45 parts of N,N-dimethylformamide at a temperature below 20° C. (ice bath). Upon completion, stirring was continued for 1 hour at room temperature. 25.9 parts of iodomethane were added dropwise at a temperature <1... Reactants: C(C)(=O)OC(C1([C@H]2SC=C(N2C1=O)C(=O)OCC1=CC=C(C=C1)[N+](=O)[O-])Br)C1=NN2C(N=C(C3=C2CCC3)C)=N1 (4-nitrobenzyl (5R)-6-[(acetyloxy)(5-methyl-7,8-dihydro-6H-cyclopenta[e][1,2,4]triazolo[1,5-a]pyrimidin-2-yl)methyl]-6-bromo-7-oxo-4-thia-1-azabicyclo[3.2.0]hept-2-ene-2-carboxylate), C(C)#N (acetonitrile). Reagents/catalysts: [Pd] (Pd/C). The solvent is C1CCOC1 (THF). Run at temperature 3 celsius. Product: CC1=NC=2N(C3=C1CCC3)N=C(N2)\C=C\2/[C@H]3SC=C(N3C2=O)C(=O)O ((5R,6Z)-6-[(5-methyl-7,8-dihydro-6H-cyclopenta[e][1,2,4]triazolo[1,5-a]pyrimidin-2-yl)methylene]-7-oxo-4-thia-1-azabicyclo[3.2.0]hept-2-ene-2-carboxylic acid). As a reaction SMILES: C(O[CH:5]([C:28]1[N:40]=[C:31]2[N:32]=[C:33]([CH3:39])[C:34]3[CH2:38][CH2:37][CH2:36][C:35]=3[N:30]2[N:29]=1)[C:6]1(Br)[C:12](=[O:13])[N:11]2[C@@H:7]1[S:8][CH:9]=[C:10]2[C:14]([O:16]CC1C=CC([N+]([O-])=O)=CC=1)=[O:15])(=O)C.C(#N)C>C1COCC1.[Pd]>[CH3:39][C:33]1[C:34]2[CH2:38][CH2:37][CH2:36][C:35]=2[N:30]2[N:29]=[C:28](/[CH:5]=[C:6]3\[C@@H:7]4[N:11]([C:12]\3=[O:13])[C:10]([C:14]([OH:16])=[O:15])=[CH:9][S:8]4)[N:40]=[C:31]2[N:32]=1. Reported procedure: 4-nitrobenzyl (5R)-6-[(acetyloxy)(5-methyl-7,8-dihydro-6H-cyclopenta[e][1,2,4]triazolo[1,5-a]pyrimidin-2-yl)methyl]-6-bromo-7-oxo-4-thia-1-azabicyclo[3.2.0]hept-2-ene-2-carboxylate (200 mg, 0.31 mmol) was dissolved in THF (20 mL) and acetonitrile (20 mL) and phophate buffer (6.5 pH) (20 ml) and hydrogenated over Pd/C (10%) (200 mg) under 40 psi pressure. At the end, reaction mixture was filtered, cooled to 3° C., and 0.1 N NaOH was added to adjust the pH to 8.5. The filtrate was washed with ethy... Starting materials: NC(=O)C1=C(C(=C(OCCCOC2=C(C3=C(CCC(O3)CCC(=O)OC)C=C2)CCC)C=C1)CC1CC1)OC (Methyl 7-[3-[4-(aminocarbonyl)-2-(cyclopropylmethyl)-3methoxyphenoxy]propoxy]-3,4-dihydro-8-propyl-2H-1-benzopyran-2-propanoate). Run in C(C)(=O)OCC.CO.C(C)(=O)O (ethyl acetate methanol acetic acid). The product is NC(=O)C1=C(C(=C(OCCCOC2=C(C3=C(CCC(O3)CCC(=O)O)C=C2)CCC)C=C1)CC1CC1)OC (7-[3-[4-(Aminocarbonyl)-2-(cyclopropylmethyl)-3methoxyphenoxy]propoxy]-3,4-dihydro-8-propyl-2H-1-benzopyran-2-propanoic acid). RXN SMILES: [NH2:1][C:2]([C:4]1[CH:33]=[CH:32][C:7]([O:8][CH2:9][CH2:10][CH2:11][O:12][C:13]2[CH:28]=[CH:27][C:16]3[CH2:17][CH2:18][CH:19]([CH2:21][CH2:22][C:23]([O:25]C)=[O:24])[O:20][C:15]=3[C:14]=2[CH2:29][CH2:30][CH3:31])=[C:6]([CH2:34][CH:35]2[CH2:37][CH2:36]2)[C:5]=1[O:38][CH3:39])=[O:3]>C(OCC)(=O)C.CO.C(O)(=O)C>[NH2:1][C:2]([C:4]1[CH:33]=[CH:32][C:7]([O:8][CH2:9][CH2:10][CH2:11][O:12][C:13]2[CH:28]=[CH:27][C:16]3[CH2:17][CH2:18][CH:19]([CH2:21][CH2:22][C:23]([OH:25])=[O:24])[O:20][C:15]=3[C:14]=2[CH2:29][CH2:30][CH3:31])=[C:6]([CH2:34][CH:35]2[CH2:37][CH2:36]2)[C:5]=1[O:38][CH3:39])=[O:3] |f:1.2.3|. Procedure: The compound of Example 74 is saponified as described in Example 62. Chromatography on silica gel with ethyl acetate/methanol/acetic acid (95:4.5:0.5) as eluant gives the product. The reactants are C(C)C=1N=CN(C1CC)C1=CC=C(C=C1)C=1CCC(NN1)=O (4,5-dihydro-6-[4-(4,5-diethyl-1H-imidazol-1-yl)phenyl]-3(2H)-pyridazinone), BrBr (bromine). Solvent: C(C)(=O)O (acetic acid). Yields the product C(C)C=1N=CN(C1CC)C1=CC=C(C=C1)C=1C=CC(NN1)=O (6-[4-(4,5-diethyl-1H-imidazol-1-yl)phenyl)-3(2H)-pyridazinone). RXN SMILES: [CH2:1]([C:3]1[N:4]=[CH:5][N:6]([C:10]2[CH:15]=[CH:14][C:13]([C:16]3[CH2:17][CH2:18][C:19](=[O:22])[NH:20][N:21]=3)=[CH:12][CH:11]=2)[C:7]=1[CH2:8][CH3:9])[CH3:2].BrBr>C(O)(=O)C>[CH2:1]([C:3]1[N:4]=[CH:5][N:6]([C:10]2[CH:15]=[CH:14][C:13]([C:16]3[CH:17]=[CH:18][C:19](=[O:22])[NH:20][N:21]=3)=[CH:12][CH:11]=2)[C:7]=1[CH2:8][CH3:9])[CH3:2]. Procedure details: Similarly, reaction of 4,5-dihydro-6-[4-(4,5-diethyl-1H-imidazol-1-yl)phenyl]-3(2H)-pyridazinone with bromine in acetic acid as described in this Example gives 6-[4-(4,5-diethyl-1H-imidazol-1-yl)phenyl)-3(2H)-pyridazinone (13g). Reactants: C(CCCCCCCCCCCCCCC)O (Hexadecanol), stannic chloride, C(Cl)C1CO1 (Epichlorohydrin). The solvent is CCOCC (ether). Product: C(CCCCCCCCCCCCCCC)OCC(CCl)O (3-Chloro-2-Hydroxypropyl Hexadecyl Ether). Yield: 75.0%. Reaction SMILES: [CH2:1]([OH:17])[CH2:2][CH2:3][CH2:4][CH2:5][CH2:6][CH2:7][CH2:8][CH2:9][CH2:10][CH2:11][CH2:12][CH2:13][CH2:14][CH2:15][CH3:16].[CH2:18]([CH:20]1[O:22][CH2:21]1)[Cl:19]>CCOCC>[CH2:1]([O:17][CH2:21][CH:20]([OH:22])[CH2:18][Cl:19])[CH2:2][CH2:3][CH2:4][CH2:5][CH2:6][CH2:7][CH2:8][CH2:9][CH2:10][CH2:11][CH2:12][CH2:13][CH2:14][CH2:15][CH3:16]. Reported procedure: Hexadecanol (10.0 g, 0.0412 mole) and stannic chloride (0.04 g, 0.16 mmoles) were heated to 60° C. Epichlorohydrin (3.82 g, 0.0412 moles (was added over 1 hour and the reaction conditions kept constant for another hour. The hot product was extracted with 5% aqueous HCl and ether. The ether was concentrated to a white solid product (yield=75%). Reactants: C, CCOC(=O)C1(c2ccc(OCc3ccccc3)cc2)Cc2c(c(OC)c(OC)c(OC)c2OC)C1, CCO, [Pd]. Yields the product CCOC(=O)C1(c2ccc(O)cc2)Cc2c(c(OC)c(OC)c(OC)c2OC)C1. As a reaction SMILES: [C:37].[CH2:1]([c:2]1[cH:3][cH:4][cH:5][cH:6][cH:7]1)[O:8][c:9]1[cH:10][cH:11][c:12]([C:15]2([C:32](=[O:33])[O:34][CH2:35][CH3:36])[CH2:16][c:17]3[c:18]([O:30][CH3:31])[c:19]([O:28][CH3:29])[c:20]([O:26][CH3:27])[c:21]([O:24][CH3:25])[c:22]3[CH2:23]2)[cH:13][cH:14]1.[CH3:39][CH2:40][OH:41].[Pd:38]>>[OH:8][c:9]1[cH:10][cH:11][c:12]([C:15]2([C:32](=[O:33])[O:34][CH2:35][CH3:36])[CH2:16][c:17]3[c:18]([O:30][CH3:31])[c:19]([O:28][CH3:29])[c:20]([O:26][CH3:27])[c:21]([O:24][CH3:25])[c:22]3[CH2:23]2)[cH:13][cH:14]1. Reactants: BrC1=CC(=C(N)C(=C1)F)Cl (4-bromo-2-chloro-6-fluoroaniline), FC1=C(C=CC=C1)B(O)O (2-fluorophenylboronic acid). The product is ClC=1C=C(C=C(C1N)F)C1=C(C=CC=C1)F (3-chloro-2′,5-difluorobiphenyl-4-amine). Yield: 74.4%. Reaction SMILES: Br[C:2]1[CH:8]=[C:7]([F:9])[C:5]([NH2:6])=[C:4]([Cl:10])[CH:3]=1.[F:11][C:12]1[CH:17]=[CH:16][CH:15]=[CH:14][C:13]=1B(O)O>>[Cl:10][C:4]1[CH:3]=[C:2]([C:13]2[CH:14]=[CH:15][CH:16]=[CH:17][C:12]=2[F:11])[CH:8]=[C:7]([F:9])[C:5]=1[NH2:6]. Procedure: The title compound (0.392 g) was prepared from 4-bromo-2-chloro-6-fluoroaniline (0.5 g, 2.2 mmol) and 2-fluorophenylboronic acid (0.363 g, 2.6 mmol) as a pale-yellow liquid. 1H-NMR (δ ppm, DMSO-d6, 400 MHz): 7.51 (td, J 1.7, 7.8, 1H), 7.38-7.32 (m, 1H), 7.28 (s, 2H), 7.27-7.22 (m, 2H), 5.62 (s, 2H).